Dataset: the Open Reaction Database (ORD), a public repository of structured organic reaction records. Task: describe an organic reaction: reactants, conditions, products, and yield The reactants are [OH-].[Na+] (sodium hydroxide), [OH-].[K+] (Potassium hydroxide), OC1=C2CCC(NC2=CC=C1)=O (3,4-dihydro-5-hydroxycarbostyril), BrCCCl (1-bromo-2-chloroethane). Run in C(CC)O (propanol). The product is ClCCOC1=C2CCC(NC2=CC=C1)=O (5-(2-chloroethoxy)-3,4-dihydrocarbostyril). Yield: 69.0%. As a reaction SMILES: [OH-].[K+].[OH:3][C:4]1[CH:13]=[CH:12][CH:11]=[C:10]2[C:5]=1[CH2:6][CH2:7][C:8](=[O:14])[NH:9]2.Br[CH2:16][CH2:17][Cl:18].[OH-].[Na+]>C(O)CC>[Cl:18][CH2:17][CH2:16][O:3][C:4]1[CH:13]=[CH:12][CH:11]=[C:10]2[C:5]=1[CH2:6][CH2:7][C:8](=[O:14])[NH:9]2 |f:0.1,4.5|. Procedure details: Potassium hydroxide (20 g) was added to a solution of 3,4-dihydro-5-hydroxycarbostyril (32.5 g) in propanol (250 mL), and stirred at 50°-60° C. until complete dissolution. 1-bromo-2-chloroethane (30 g) was then added, and the mixture heated at reflux temperature for 15 hours. After cooling, the reaction mixture was poured into aqueous sodium hydroxide (2N, 500 mL). The crude product thus formed was isolated by filtration, then recrystallized from diisopropyl ether to yield 31 g of pure 5-(2-chlo... Reported procedure: To 2.06 ml of a 2.5M lithium aluminium hydride solution in tetrahydrofuran cooled to 0° C. was added dropwise a solution of 452 mg (2.15 mmol) rac-5-amino-5-cyclohexyl-1-methyl-piperidin-2-one in 6 ml tetrahydrofuran. Then the solution was heated to 65° C. for 1 hour. The turbid reaction solution was cooled with an ice bath and below 12° C. were added drop-wise 0.13 ml water, 0.32 ml 2N NaOH and further 0.19 ml water. The suspension was diluted with tert-butyl methyl ether, dried over sodium sul... Yield: 87.2%. Yields the product C1(CCCCC1)C1(CN(CCC1)C)N (rac-3-Cyclohexyl-1-methyl-piperidin-3-yl-amine). As a reaction SMILES: [H-].[Al+3].[Li+].[H-].[H-].[H-].[NH2:7][C:8]1([CH:16]2[CH2:21][CH2:20][CH2:19][CH2:18][CH2:17]2)[CH2:13][N:12]([CH3:14])[C:11](=O)[CH2:10][CH2:9]1.O.[OH-].[Na+]>O1CCCC1.COC(C)(C)C>[CH:16]1([C:8]2([NH2:7])[CH2:9][CH2:10][CH2:11][N:12]([CH3:14])[CH2:13]2)[CH2:17][CH2:18][CH2:19][CH2:20][CH2:21]1 |f:0.1.2.3.4.5,8.9|. The solvent is COC(C)(C)C (tert-butyl methyl ether), O1CCCC1 (tetrahydrofuran), O1CCCC1 (tetrahydrofuran). Run at temperature 65 celsius. Reactants: NC1(CCC(N(C1)C)=O)C1CCCCC1 (rac-5-amino-5-cyclohexyl-1-methyl-piperidin-2-one), [H-].[Al+3].[Li+].[H-].[H-].[H-] (lithium aluminium hydride), O (water), [OH-].[Na+] (NaOH), O (water). Starting materials: ClC(C(=O)NC(CCC(=O)OCC)C=C)(Cl)Cl (ethyl 4-trichloroacetoamido-5-hexenoate). Run in Cl (HCl). The product is NC(CCC(=O)O)C=C (4-AMINO-5-HEXENOIC ACID). Isolated yield 139.4%. RXN SMILES: ClC(Cl)(Cl)C([NH:5][CH:6]([CH:14]=[CH2:15])[CH2:7][CH2:8][C:9]([O:11]CC)=[O:10])=O>Cl>[NH2:5][CH:6]([CH:14]=[CH2:15])[CH2:7][CH2:8][C:9]([OH:11])=[O:10]. Procedure: A suspension of ethyl 4-trichloroacetoamido-5-hexenoate (0.3 g, 1 mmol) in 6N HCl (10 mL) was heated under reflux 6 H. Then the mixture was concentrated in vacuo, diluted with water (10 mL), washed twice with Acoet, and dried in vacuo to give the title product (0.18 g, 100%). NMR, TLC (NH4OH:EtOH, 3:7) are identical with those of an authentic sample of 4-amino-5-hexenoic acid. Reactants: COc1ccccc1COCCCOc1ccc(C2CCNCC2O)cc1, CCOC(C)=O, O=COCc1ccccc1, [Na+], [Na+], O=C([O-])[O-]. Product: COc1ccccc1COCCCOc1ccc(C2CCN(C(=O)OCc3ccccc3)CC2O)cc1. As a reaction SMILES: [CH3:1][O:2][c:3]1[c:4]([CH2:5][O:6][CH2:7][CH2:8][CH2:9][O:10][c:11]2[cH:12][cH:13][c:14]([CH:17]3[CH:18]([OH:23])[CH2:19][NH:20][CH2:21][CH2:22]3)[cH:15][cH:16]2)[cH:24][cH:25][cH:26][cH:27]1.[CH3:44][CH2:45][O:46][C:47](=[O:48])[CH3:49].[CH:34](=[O:35])[O:36][CH2:37][c:38]1[cH:39][cH:40][cH:41][cH:42][cH:43]1.[Na+:28].[Na+:29].[O-:30][C:31](=[O:32])[O-:33]>>[CH3:1][O:2][c:3]1[c:4]([CH2:5][O:6][CH2:7][CH2:8][CH2:9][O:10][c:11]2[cH:12][cH:13][c:14]([CH:17]3[CH:18]([OH:23])[CH2:19][N:20]([C:34](=[O:35])[O:36][CH2:37][c:38]4[cH:39][cH:40][cH:41][cH:42][cH:43]4)[CH2:21][CH2:22]3)[cH:15][cH:16]2)[cH:24][cH:25][cH:26][cH:27]1. Reactants: CCOC(=O)CBr, C=CCC1(C(=O)OCC)CCNCC1, Cc1ccccc1, O=C(O)C(F)(F)F, [K+], [K+], O=C([O-])[O-]. Product: C=CCC1(C(=O)OCC)CCN(CC(=O)OCC)CC1. Reaction SMILES: [Br:22][CH2:23][C:24](=[O:25])[O:26][CH2:27][CH3:28].[CH2:8]([CH:9]=[CH2:10])[C:11]1([C:17](=[O:18])[O:19][CH2:20][CH3:21])[CH2:12][CH2:13][NH:14][CH2:15][CH2:16]1.[CH3:35][c:36]1[cH:37][cH:38][cH:39][cH:40][cH:41]1.[F:1][C:2]([F:3])([F:4])[C:5]([OH:6])=[O:7].[K+:29].[K+:30].[O-:31][C:32]([O-:33])=[O:34]>>[CH2:8]([CH:9]=[CH2:10])[C:11]1([C:17](=[O:18])[O:19][CH2:20][CH3:21])[CH2:12][CH2:13][N:14]([CH2:23][C:24](=[O:25])[O:26][CH2:27][CH3:28])[CH2:15][CH2:16]1. Starting materials: [Si](C1=CC=CC=C1)(C1=CC=CC=C1)(C(C)(C)C)O[C@H]1C[C@@H]2CC[C@H]3[C@@H]4CC[C@@H]([C@@]4(C)CC[C@@H]3[C@]2(CC1)C)C#CC1=CC=C(C=C1)C (3α-(t-butyldiphenylsilyloxy)-17β-[2-(4-tolyl)ethynyl]-5α-androstane), solution, (n-Bu)4N. Run in O1CCCC1 (tetrahydrofuran). Run at time 48 hour. Yields the product C1(=CC=C(C=C1)C#C[C@@H]1[C@]2(C)[C@@H](CC1)[C@@H]1CC[C@H]3C[C@@H](CC[C@]3(C)[C@H]1CC2)O)C (17β-[2-(4-tolyl)ethynyl]-5α-androstane-3α-ol). Reaction SMILES: [Si]([O:18][C@@H:19]1[CH2:36][CH2:35][C@@:34]2([CH3:37])[C@@H:21]([CH2:22][CH2:23][C@@H:24]3[C@@H:33]2[CH2:32][CH2:31][C@@:29]2([CH3:30])[C@H:25]3[CH2:26][CH2:27][C@@H:28]2[C:38]#[C:39][C:40]2[CH:45]=[CH:44][C:43]([CH3:46])=[CH:42][CH:41]=2)[CH2:20]1)(C(C)(C)C)(C1C=CC=CC=1)C1C=CC=CC=1>O1CCCC1>[C:43]1([CH3:46])[CH:44]=[CH:45][C:40]([C:39]#[C:38][C@H:28]2[CH2:27][CH2:26][C@H:25]3[C@H:24]4[C@H:33]([CH2:32][CH2:31][C@:29]23[CH3:30])[C@:34]2([CH3:37])[C@H:21]([CH2:20][C@H:19]([OH:18])[CH2:36][CH2:35]2)[CH2:22][CH2:23]4)=[CH:41][CH:42]=1. Procedure: A solution of 3α-(t-butyldiphenylsilyloxy)-17β-[2-(4-tolyl)ethynyl]-5α-androstane (80 mg, 0.13 mmol) in anhydrous tetrahydrofuran (5.2 mL) was treated with a 1M solution of (n-Bu)4N+F− (2.6 mL, 2.6 mmol) and the resulting solution was stirred at RT for 48 h. Work up of the reaction was accomplished as in Example 2. Purification by flash column chromatography using dichloromethane as eluent afforded the desired product named above. Reactants: CC(C)n1ncnc1-c1cn2c(n1)-c1cnc(C3=CCN(C(=O)OC(C)(C)C)CC3)cc1OCC2, O=[Pt]. The product is CC(C)n1ncnc1-c1cn2c(n1)-c1cnc(C3CCN(C(=O)OC(C)(C)C)CC3)cc1OCC2. RXN SMILES: [C:1]([CH3:2])([CH3:3])([CH3:4])[O:5][C:6](=[O:7])[N:8]1[CH2:9][CH2:10][C:11]([c:14]2[cH:15][c:16]3[c:17]([cH:34][n:35]2)-[c:18]2[n:19][c:20](-[c:26]4[n:27]([CH:31]([CH3:32])[CH3:33])[n:28][cH:29][n:30]4)[cH:21][n:22]2[CH2:23][CH2:24][O:25]3)=[CH:12][CH2:13]1.[Pt:36]=[O:37]>>[C:1]([CH3:2])([CH3:3])([CH3:4])[O:5][C:6](=[O:7])[N:8]1[CH2:9][CH2:10][CH:11]([c:14]2[cH:15][c:16]3[c:17]([cH:34][n:35]2)-[c:18]2[n:19][c:20](-[c:26]4[n:27]([CH:31]([CH3:32])[CH3:33])[n:28][cH:29][n:30]4)[cH:21][n:22]2[CH2:23][CH2:24][O:25]3)[CH2:12][CH2:13]1. The reactants are BrC1=C(C(=O)O)C=C(C=C1)OC (2-bromo-5-methoxybenzoic acid), C(=O)=O.CC(=O)C (cardice acetone), lithium carboxylate, solution, C(CCC)[Li] (n-butyllithium), CON(C(C1=CC=C(C=C1)OC)=O)C (N,4-dimethoxy-N-methylbenzamide). Run in O1CCCC1 (tetrahydrofuran), CCCCCC (hexane), C1CCOC1 (THF). Conditions: temperature -78 celsius, time 1 hour. Yields the product COC=1C=CC(=C(C(=O)O)C1)C(C1=CC=C(C=C1)OC)=O (5-methoxy-2-(4-methoxybenzoyl)benzoic acid). Isolated yield 63.7%. As a reaction SMILES: Br[C:2]1[CH:10]=[CH:9][C:8]([O:11][CH3:12])=[CH:7][C:3]=1[C:4]([OH:6])=[O:5].C(=O)=O.CC(C)=O.C([Li])CCC.CON(C)[C:28](=[O:37])[C:29]1[CH:34]=[CH:33][C:32]([O:35][CH3:36])=[CH:31][CH:30]=1>O1CCCC1.CCCCCC>[CH3:12][O:11][C:8]1[CH:9]=[CH:10][C:2]([C:28](=[O:37])[C:29]2[CH:34]=[CH:33][C:32]([O:35][CH3:36])=[CH:31][CH:30]=2)=[C:3]([CH:7]=1)[C:4]([OH:6])=[O:5] |f:1.2|. Procedure details: A solution of 18.5 g (80 mmol) of 2-bromo-5-methoxybenzoic acid in 150 mL of tetrahydrofuran is stirred under nitrogen at −78° C. in a bath of cardice/acetone. 100 mL (160 mmol) of a 1.6M solution of n-butyllithium in hexane are added dropwise over about 1 hour, while taking care to ensure that the temperature does not exceed −70° C. About half way through the introduction, the formation of a beige-coloured precipitate that corresponds to the formation of the lithium carboxylate is noted. After ... The reactants are ClCC1=NC=CC(=C1C)SCCCSC=1C=CC=2N(N1)C(=CN2)[N+](=O)[O-] (6-[3-(2-chloromethyl-3-methylpyridin-4-ylsulfanyl)propylsulfanyl]-3-nitro-imidazo[1,2-b]pyridazine), SC1=CC=NC=C1 (4-mercaptopyridine). Run in C(C)(C)O (isopropanol). The product is Cl.CC=1C(=NC=CC1SCCCSC=1C=CC=2N(N1)C(=CN2)[N+](=O)[O-])CSC2=CC=NC=C2 (6-{3-[3-Methyl-2-(pyridin-4-ylsulfanylmethyl)-pyridin-4-ylsulfanyl]propylsulfanyl}-3-nitro-imidazo[1,2-b]pyridazine hydrochloride). The yield is 87.1%. As a reaction SMILES: [Cl:1][CH2:2][C:3]1[C:8]([CH3:9])=[C:7]([S:10][CH2:11][CH2:12][CH2:13][S:14][C:15]2[CH:16]=[CH:17][C:18]3[N:19]([C:21]([N+:24]([O-:26])=[O:25])=[CH:22][N:23]=3)[N:20]=2)[CH:6]=[CH:5][N:4]=1.[SH:27][C:28]1[CH:33]=[CH:32][N:31]=[CH:30][CH:29]=1>C(O)(C)C>[ClH:1].[CH3:9][C:8]1[C:3]([CH2:2][S:27][C:28]2[CH:33]=[CH:32][N:31]=[CH:30][CH:29]=2)=[N:4][CH:5]=[CH:6][C:7]=1[S:10][CH2:11][CH2:12][CH2:13][S:14][C:15]1[CH:16]=[CH:17][C:18]2[N:19]([C:21]([N+:24]([O-:26])=[O:25])=[CH:22][N:23]=2)[N:20]=1 |f:3.4|. Procedure details: 0.53 g (1.3 mmol) of 6-[3-(2-chloromethyl-3-methylpyridin-4-ylsulfanyl)propylsulfanyl]-3-nitro-imidazo[1,2-b]pyridazine and 0.15 g (1.3 mmol) of 4-mercaptopyridine in 30 ml of isopropanol are reacted as described in Example 2. 0.59 g (87%) of the title compound of m.p. 174-178° C. is isolated.